This data is from the Open Reaction Database (ORD), a public repository of structured organic reaction records. The task is: describe an organic reaction: reactants, conditions, products, and yield Reactants: C(=O)[O-].[NH4+] (ammonium formate), C(C1=CC=CC=C1)OC1=CC=C2C(=NC=NC2=C1)OC=1C=C2C=C(NC2=CC1)C (7-benzyloxy-4-(2-methylindol-5-yloxy)quinazoline). Reagents/catalysts: [Pd] (Palladium on charcoal). Solvent: CN(C)C=O (DMF). Conditions: time 1 hour. Product: OC1=CC=C2C(=NC=NC2=C1)OC=1C=C2C=C(NC2=CC1)C (7-hydroxy-4-(2-methylindol-5-yloxy)quinazoline). Yield: 92.9%. RXN SMILES: C([O-])=O.[NH4+].C([O:12][C:13]1[CH:22]=[C:21]2[C:16]([C:17]([O:23][C:24]3[CH:25]=[C:26]4[C:30](=[CH:31][CH:32]=3)[NH:29][C:28]([CH3:33])=[CH:27]4)=[N:18][CH:19]=[N:20]2)=[CH:15][CH:14]=1)C1C=CC=CC=1>[Pd].CN(C=O)C>[OH:12][C:13]1[CH:22]=[C:21]2[C:16]([C:17]([O:23][C:24]3[CH:25]=[C:26]4[C:30](=[CH:31][CH:32]=3)[NH:29][C:28]([CH3:33])=[CH:27]4)=[N:18][CH:19]=[N:20]2)=[CH:15][CH:14]=1 |f:0.1|. Procedure details: 10% Palladium on charcoal (200 mg) followed by ammonium formate (4.34 g, 69 mmol) were added to a solution of 7-benzyloxy-4-(2-methylindol-5-yloxy)quinazoline (1.75 g, 4.58 mmol) in DMF (60 ml). After stirring for 1 hour at ambient temperature, the mixture was filtered. The filtrate was evaporated. The residue was triturated with water, filtered, washed with ethyl acetate, and dried under vacuum to give 7-hydroxy-4-(2-methylindol-5-yloxy)quinazoline (1.24 g, 93%). Reactants: [H][H] (hydrogen), [H][H] (hydrogen), CN1C(OC(=N1)C1=CC(=CC=C1)[N+](=O)[O-])=O (3-methyl-5-(3-nitrophenyl)-1,3,4-oxadiazol-2(3H)-one). Reagents/catalysts: [Pd] (palladium-on-carbon), [Pd] (palladium-on-carbon). Run in C(Cl)(Cl)Cl (chloroform), CO (methanol). Product: NC=1C=C(C=CC1)C1=NN(C(O1)=O)C (5-(3-aminophenyl)-3-methyl-1,3,4-oxadiazol-2(3H)-one). Yield: 79.6%. As a reaction SMILES: [CH3:1][N:2]1[N:6]=[C:5]([C:7]2[CH:12]=[CH:11][CH:10]=[C:9]([N+:13]([O-])=O)[CH:8]=2)[O:4][C:3]1=[O:16].[H][H]>CO.C(Cl)(Cl)Cl.[Pd]>[NH2:13][C:9]1[CH:8]=[C:7]([C:5]2[O:4][C:3](=[O:16])[N:2]([CH3:1])[N:6]=2)[CH:12]=[CH:11][CH:10]=1. Reported procedure: 3-Methyl-5-(3-nitrophenyl)-1,3,4-oxadiazol-2(3H)-one (2.17 g, 9.79 mmol) obtained in Step 2 was dissolved in methanol (60 mL) and chloroform (51 mL), and the mixture was stirred at room temperature for 4 hours under a stream of hydrogen after adding 10% palladium-on-carbon (217 mg, 0.102 mmol). The mixture was further stirred at room temperature for 4 hours under a stream of hydrogen after adding 10% palladium-on-carbon (217 mg, 0.102 mmol). Then, insolubles were separated by filtration through ... Yields the product N#Cc1cn(-c2ccccc2)nc1-c1ccc([N+](=O)[O-])o1. The reactants are ClCCCl, NC(=O)c1cn(-c2ccccc2)nc1-c1ccc([N+](=O)[O-])o1, O=P(Cl)(Cl)Cl. RXN SMILES: [Cl:28][CH2:29][CH2:30][Cl:31].[N+:1](=[O:2])([O-:3])[c:4]1[cH:5][cH:6][c:7](-[c:9]2[n:10][n:11](-[c:17]3[cH:18][cH:19][cH:20][cH:21][cH:22]3)[cH:12][c:13]2[C:14](=[O:15])[NH2:16])[o:8]1.[P:23]([Cl:24])([Cl:25])([Cl:26])=[O:27]>>[N+:1](=[O:2])([O-:3])[c:4]1[cH:5][cH:6][c:7](-[c:9]2[n:10][n:11](-[c:17]3[cH:18][cH:19][cH:20][cH:21][cH:22]3)[cH:12][c:13]2[C:14]#[N:16])[o:8]1. Starting materials: COC(=O)C1=C(C)NC(C)=C(C(=O)O)C1c1cccc([N+](=O)[O-])c1, Cc1ccccc1, C(=NC1CCCCC1)=NC1CCCCC1, CC(c1ccc(C=CCO)cc1)n1ccnc1. Product: COC(=O)C1=C(C)NC(C)=C(C(=O)OCC=Cc2ccc(C(C)n3ccnc3)cc2)C1c1cccc([N+](=O)[O-])c1. Reaction SMILES: [CH3:1][C:2]1=[C:7]([C:8](=[O:9])[OH:10])[CH:6]([c:11]2[cH:12][c:13]([N+:17](=[O:18])[O-:19])[cH:14][cH:15][cH:16]2)[C:5]([C:20](=[O:21])[O:22][CH3:23])=[C:4]([CH3:24])[NH:3]1.[CH3:57][c:58]1[cH:59][cH:60][cH:61][cH:62][cH:63]1.[CH:42]1([N:43]=[C:44]=[N:45][CH:46]2[CH2:47][CH2:48][CH2:49][CH2:50][CH2:51]2)[CH2:52][CH2:53][CH2:54][CH2:55][CH2:56]1.[n:25]1([CH:30]([CH3:31])[c:32]2[cH:33][cH:34][c:35]([CH:38]=[CH:39][CH2:40][OH:41])[cH:36][cH:37]2)[cH:26][n:27][cH:28][cH:29]1>>[CH3:1][C:2]1=[C:7]([C:8](=[O:9])[O:10][CH2:40][CH:39]=[CH:38][c:35]2[cH:34][cH:33][c:32]([CH:30]([n:25]3[cH:26][n:27][cH:28][cH:29]3)[CH3:31])[cH:37][cH:36]2)[CH:6]([c:11]2[cH:12][c:13]([N+:17](=[O:18])[O-:19])[cH:14][cH:15][cH:16]2)[C:5]([C:20](=[O:21])[O:22][CH3:23])=[C:4]([CH3:24])[NH:3]1.